This data is from the Open Reaction Database (ORD), a public repository of structured organic reaction records. The task is: describe an organic reaction: reactants, conditions, products, and yield The reactants are FC1=CC=C(NC2=C(C(=O)OC(C)(C)C)C=CC(=C2)C2=C3C=CNC3=CC=C2)C=C1 (tert-butyl 2-(4-fluoroanilino)-4-(1H-indol-4-yl)benzoate), CO (methanol), [OH-].[Na+] (sodium hydroxide), [OH-].[Na+] (sodium hydroxide), [OH-].[Na+] (sodium hydroxide), C1(=CC=CC=C1)C (toluene). Run in O (water). Reaction conditions: temperature 50 celsius, time 30 minute. Yields the product FC1=CC=C(NC2=C(C(=O)O)C=CC(=C2)C2=C3C=CNC3=CC=C2)C=C1 (2-(4-fluoroanilino)-4-(1H-indol-4-yl)benzoic acid). As a reaction SMILES: [F:1][C:2]1[CH:30]=[CH:29][C:5]([NH:6][C:7]2[CH:19]=[C:18]([C:20]3[CH:28]=[CH:27][CH:26]=[C:25]4[C:21]=3[CH:22]=[CH:23][NH:24]4)[CH:17]=[CH:16][C:8]=2[C:9]([O:11]C(C)(C)C)=[O:10])=[CH:4][CH:3]=1.CO.[OH-].[Na+].C1(C)C=CC=CC=1>O>[F:1][C:2]1[CH:30]=[CH:29][C:5]([NH:6][C:7]2[CH:19]=[C:18]([C:20]3[CH:28]=[CH:27][CH:26]=[C:25]4[C:21]=3[CH:22]=[CH:23][NH:24]4)[CH:17]=[CH:16][C:8]=2[C:9]([OH:11])=[O:10])=[CH:4][CH:3]=1 |f:2.3|. Procedure details: To the obtained tert-butyl 2-(4-fluoroanilino)-4-(1H-indol-4-yl)benzoate were added methanol 1.0 mL,dioxane 1.0 mL and 2.0 mol/L sodium hydroxide aqueous solution 0.23 mL, it was stirred at 50° C. for 2 hours and 30 minutes, subsequently 2.0 mol/L sodium hydroxide aqueous solution 0.23 mL was added, it was stirred at 50° C. for 4 hours, furthermore 2.0 mol/L sodium hydroxide aqueous solution 0.23 mL was added, and it was heated and refluxed for 2 hours. After the reaction mixture was cooled to r... Reactants: ClCC=1C=C(C(=O)NC2=C(C(=CC=C2)C)C)C=CC1 (3-chloromethyl-N-(2,3-dimethylphenyl)-benzamide), [N-]=[N+]=[N-].[Li+] (lithium azide). The solvent is CS(=O)C (dimethylsulfoxide). Reaction conditions: time 3 hour. Product: N(=[N+]=[N-])CC=1C=C(C(=O)NC2=C(C(=CC=C2)C)C)C=CC1 (3-azidomethyl-N-(2,3-dimethylphenyl)-benzamide). Reaction SMILES: Cl[CH2:2][C:3]1[CH:4]=[C:5]([CH:17]=[CH:18][CH:19]=1)[C:6]([NH:8][C:9]1[CH:14]=[CH:13][CH:12]=[C:11]([CH3:15])[C:10]=1[CH3:16])=[O:7].[N-:20]=[N+:21]=[N-:22].[Li+]>CS(C)=O>[N:20]([CH2:2][C:3]1[CH:4]=[C:5]([CH:17]=[CH:18][CH:19]=1)[C:6]([NH:8][C:9]1[CH:14]=[CH:13][CH:12]=[C:11]([CH3:15])[C:10]=1[CH3:16])=[O:7])=[N+:21]=[N-:22] |f:1.2|. Reported procedure: To solution of 19 (1.0 g) in dimethylsulfoxide was added lithium azide (0.20 g). The resulting solution was stirred for 3 h, partitioned between ethyl acetate and water. The ethyl acetate layer was several times with water, saturated sodium chloride, dried over magnesium sulfate and concentrated in vacuo to obtain the product. NMR (300 MHz, DMSO-d6) δ 10.0 (1H, s), 7.95 (2H, s), 7.55 (2h, m), 7.08 (3H, s), 4.55 (2H, s), 2.26 (3H, s), 2.07 (3H, s). Starting materials: FC1=C(C=CC(=C1)F)C=1N=C2OC=CN2C1C=1C=CC(=NC1)NN ({5-[6-(2,4-difluorophenyl)-imidazo[2,1-b]oxazol-5-yl]-pyridin-2-yl}-hydrazine), CC(C=O)C (2-methylpropionaldehyde), C(C)(=O)O.C(C)(=O)O.IC1=CC=CC=C1 (iodobenzene diacetate). Solvent: CO (MeOH). Run at temperature 60 celsius, time 1 hour. Yields the product FC1=C(C=CC(=C1)F)C=1N=C2OC=CN2C1C=1C=CC=2N(C1)C(=NN2)C(C)C (6-[6-(2,4-Difluorophenyl)-imidazo[2,1-b]oxazol-5-yl]-3-isopropyl-[1,2,4]triazolo[4,3-a]pyridine). The yield is 18.0%. Reaction SMILES: [F:1][C:2]1[CH:7]=[C:6]([F:8])[CH:5]=[CH:4][C:3]=1[C:9]1[N:10]=[C:11]2[N:15]([C:16]=1[C:17]1[CH:18]=[CH:19][C:20]([NH:23][NH2:24])=[N:21][CH:22]=1)[CH:14]=[CH:13][O:12]2.[CH3:25][CH:26]([CH3:29])[CH:27]=O.C(O)(=O)C.C(O)(=O)C.IC1C=CC=CC=1>CO>[F:1][C:2]1[CH:7]=[C:6]([F:8])[CH:5]=[CH:4][C:3]=1[C:9]1[N:10]=[C:11]2[N:15]([C:16]=1[C:17]1[CH:18]=[CH:19][C:20]3[N:21]([C:25]([CH:26]([CH3:29])[CH3:27])=[N:24][N:23]=3)[CH:22]=1)[CH:14]=[CH:13][O:12]2 |f:2.3.4|. Procedure details: In a round bottom flask {5-[6-(2,4-difluorophenyl)-imidazo[2,1-b]oxazol-5-yl]-pyridin-2-yl}-hydrazine (0.35 g, 1.1 mmol) and 2-methylpropionaldehyde (0.1 mL, 1.1 mmol) was dissolved in MeOH (5 mL) followed by heating to about 60° C. for about 1 h. The reaction was allowed to cool to ambient temperature and then iodobenzene diacetate (0.35 g, 1.1 mmol) was added followed by stirring for about 1 h. The reaction was then purified directly by flash chromatography using DCM/MeOH (90:10) as eluent fol... Reactants: FC=1C=C(CBr)C=CC1 (3-fluorobenzyl bromide), C1(=CC=CC=C1)P(C1=CC=CC=C1)C1=CC=CC=C1 (triphenylphosphine), resultant precipitate, C1(=CC=CC=C1)C (toluene), C1(=CC=CC=C1)C (toluene). Product: [Br-].FC1=CC=C(C[P+](C2=CC=CC=C2)(C2=CC=CC=C2)C2=CC=CC=C2)C=C1 (4-fluorobenzyltriphenylphosphonium bromide). As a reaction SMILES: [F:1]C1C=C(C=CC=1)C[Br:6].[C:10]1([P:16]([C:23]2[CH:28]=[CH:27][CH:26]=[CH:25][CH:24]=2)[C:17]2[CH:22]=[CH:21][CH:20]=[CH:19][CH:18]=2)[CH:15]=[CH:14][CH:13]=[CH:12][CH:11]=1.[C:29]1([CH3:35])[CH:34]=[CH:33][CH:32]=[CH:31][CH:30]=1>>[Br-:6].[F:1][C:32]1[CH:33]=[CH:34][C:29]([CH2:35][P+:16]([C:10]2[CH:11]=[CH:12][CH:13]=[CH:14][CH:15]=2)([C:17]2[CH:22]=[CH:21][CH:20]=[CH:19][CH:18]=2)[C:23]2[CH:24]=[CH:25][CH:26]=[CH:27][CH:28]=2)=[CH:30][CH:31]=1 |f:3.4|. Reported procedure: A solution of 3-fluorobenzyl bromide (4.73 g) in dry toluene (5.0 cm3) was added to a stirred suspension of triphenylphosphine (4.87 g) in dry toluene (5.0 cm3) and after 30 minutes the resultant precipitate was collected by filtration and washed with toluene to yield 4-fluorobenzyltriphenylphosphonium bromide (7.1 g) as a white solid. The solvent is C(C)(=O)O (acetic acid), O (water). Product: BrC1=CC(=C(C=C1)O)CC (4-Bromo-2-ethylphenol). Reaction SMILES: [CH2:1]([C:3]1[CH:8]=[CH:7][CH:6]=[CH:5][C:4]=1[OH:9])[CH3:2].[BrH:10].CS(C)=O>C(O)(=O)C.O>[Br:10][C:7]1[CH:6]=[CH:5][C:4]([OH:9])=[C:3]([CH2:1][CH3:2])[CH:8]=1. Procedure details: To a stirred solution of 2-ethylphenol (8.97 g, 73.4 nunol) in acetic acid (100 ml) was added hydrobromic acid (48 wt. % solution in water; 50 ml, 442 mmol), DMSO (50 ml, 705 mmol) dropwise, and the mixture was stirred for 1 hour. The mixture was diluted with water, and the whole was extracted with diethylether. The organic layer was washed with saturated NaHCO3 aqueous solution, brine, dried over MgSO4, and concentrated in vacuo to give title compound (15.2 g, 99% yield). The compound was used ... The yield is 103.0%. Run at time 1 hour. The reactants are C(C)C1=C(C=CC=C1)O (2-ethylphenol), Br (hydrobromic acid), CS(=O)C (DMSO).